This data is from the Open Reaction Database (ORD), a public repository of structured organic reaction records. The task is: describe an organic reaction: reactants, conditions, products, and yield RXN SMILES: Cl.[CH2:2]([NH:4][CH:5]1[CH2:14][CH2:13][C:12]2[C:7](=[CH:8][CH:9]=[C:10]([O:15][CH3:16])[CH:11]=2)[CH2:6]1)[CH3:3].[CH3:17][O:18][C:19]1[CH:20]=[C:21]([CH:30]=[C:31]([O:35][CH3:36])[C:32]=1[O:33][CH3:34])[C:22]([O:24][CH2:25][CH2:26][CH2:27][CH2:28]I)=[O:23].C(=O)([O-])[O-].[Na+].[Na+]>C(C(C)=O)C>[CH2:2]([N:4]([CH:5]1[CH2:14][CH2:13][C:12]2[C:7](=[CH:8][CH:9]=[C:10]([O:15][CH3:16])[CH:11]=2)[CH2:6]1)[CH2:28][CH2:27][CH2:26][CH2:25][O:24][C:22](=[O:23])[C:21]1[CH:30]=[C:31]([O:35][CH3:36])[C:32]([O:33][CH3:34])=[C:19]([O:18][CH3:17])[CH:20]=1)[CH3:3] |f:0.1,3.4.5|. Procedure details: Using 2.0 g of N-ethyl-6-methoxy-1,2,3,4-tetrahydro-2-naphthylamine hydrochloride, 3.3 g of 4-iodobutyl 3,4,5-trimethoxybenzoate, 0.9 g of anhydrous sodium carbonate and 40 ml of methyl ethyl ketone, the free base, N-ethyl-N-[4-(3,4,5-trimethoxybenzoyloxy)butyl]-6-methoxy-1,2,3,4-tetrahydro-2-naphthylamine, was obtained using the procedures described in Example 2 (ii). The free base was treated with methanesulfonic acid to obtain 1.5 g of N-ethyl-N-[4-(3,4,5-trimethoxybenzoyloxy)butyl]-6-methoxy... Product: C(C)N(CCCCOC(C1=CC(=C(C(=C1)OC)OC)OC)=O)C1CC2=CC=C(C=C2CC1)OC (N-ethyl-N-[4-(3,4,5-trimethoxybenzoyloxy)butyl]-6-methoxy-1,2,3,4-tetrahydro-2-naphthylamine). Reactants: Cl.C(C)NC1CC2=CC=C(C=C2CC1)OC (N-ethyl-6-methoxy-1,2,3,4-tetrahydro-2-naphthylamine hydrochloride), COC=1C=C(C(=O)OCCCCI)C=C(C1OC)OC (4-iodobutyl 3,4,5-trimethoxybenzoate), C([O-])([O-])=O.[Na+].[Na+] (sodium carbonate). Run in C(C)C(=O)C (methyl ethyl ketone). The reactants are FC(C(OC1=CC=C(C=C1)NC(=O)C1CCN(CC1)S(=O)(=O)C1=CC=C(C=C1)C)COC)(F)F ((rac)-1-(toluene-4-sulfonyl)-piperidine-4-carboxylic acid [4-(2,2,2-trifluoro-1-methoxymethyl-ethoxy)-phenyl]-amide), product, B(Br)(Br)Br (BBr3). Run in C(C)OCC (diethyl ether), C(Cl)Cl (methylene chloride). RXN SMILES: [F:1][C:2]([F:34])([F:33])[CH:3]([CH2:30][O:31]C)[O:4][C:5]1[CH:10]=[CH:9][C:8]([NH:11][C:12]([CH:14]2[CH2:19][CH2:18][N:17]([S:20]([C:23]3[CH:28]=[CH:27][C:26]([CH3:29])=[CH:25][CH:24]=3)(=[O:22])=[O:21])[CH2:16][CH2:15]2)=[O:13])=[CH:7][CH:6]=1.B(Br)(Br)Br>C(Cl)Cl.C(OCC)C>[F:34][C:2]([F:1])([F:33])[CH:3]([CH2:30][OH:31])[O:4][C:5]1[CH:6]=[CH:7][C:8]([NH:11][C:12]([CH:14]2[CH2:15][CH2:16][N:17]([S:20]([C:23]3[CH:24]=[CH:25][C:26]([CH3:29])=[CH:27][CH:28]=3)(=[O:22])=[O:21])[CH2:18][CH2:19]2)=[O:13])=[CH:9][CH:10]=1. Reported procedure: A solution of (rac)-1-(toluene-4-sulfonyl)-piperidine-4-carboxylic acid [4-(2,2,2-trifluoro-1-methoxymethyl-ethoxy)-phenyl]-amide (240 mg), product of example 54) in methylene chloride was treated at RT and under an argon atmosphere with BBr3 (0.5 molar in methylene chloride, 2 ml) and stirred 2 h at RT. The reaction mixture was then taken up in diethyl ether, washed with aqueous 1N HCl, the layers were separated, the organic layer dried over sodium sulfate and evaporated off to give the desired... Yields the product FC(C(OC1=CC=C(C=C1)NC(=O)C1CCN(CC1)S(=O)(=O)C1=CC=C(C=C1)C)CO)(F)F ((rac)-1-(toluene-4-sulfonyl)-piperidine-4-carboxylic acid [4-(2,2,2-trifluoro-1-hydroxymethyl-ethoxy)-phenyl]-amide). Reaction conditions: time 2 hour. Starting materials: CCCCc1nc(CO)c(Cl)n1C1CCc2cc(-c3ccccc3-c3nnnn3C(c3ccccc3)(c3ccccc3)c3ccccc3)ccc21, CO. Product: CCCCc1nc(CO)c(Cl)n1C1CCc2cc(-c3ccccc3-c3nnn[nH]3)ccc21. As a reaction SMILES: [CH2:1]([CH2:2][CH2:3][CH3:4])[c:5]1[n:6]([CH:13]2[CH2:14][CH2:15][c:16]3[cH:17][c:18](-[c:22]4[c:23](-[c:28]5[n:29][n:30][n:31][n:32]5[C:33]([c:34]5[cH:35][cH:36][cH:37][cH:38][cH:39]5)([c:40]5[cH:41][cH:42][cH:43][cH:44][cH:45]5)[c:46]5[cH:47][cH:48][cH:49][cH:50][cH:51]5)[cH:24][cH:25][cH:26][cH:27]4)[cH:19][cH:20][c:21]32)[c:7]([Cl:12])[c:8]([CH2:10][OH:11])[n:9]1.[CH3:52][OH:53]>>[CH2:1]([CH2:2][CH2:3][CH3:4])[c:5]1[n:6]([CH:13]2[CH2:14][CH2:15][c:16]3[cH:17][c:18](-[c:22]4[c:23](-[c:28]5[n:29][n:30][n:31][nH:32]5)[cH:24][cH:25][cH:26][cH:27]4)[cH:19][cH:20][c:21]32)[c:7]([Cl:12])[c:8]([CH2:10][OH:11])[n:9]1. Reactants: C(#N)C=1C=C(NC=2N=C(NC(C2[N+](=O)[O-])=O)NC(C)=O)C=CC1 (N1-[4-(3-Cyanoanilino)-5-nitro-6-oxo-1,6-dihydro-2-pyrimidinyl]acetamide), ice water, CN(C1=CC=CC=C1)C (N,N-dimethylaniline), P(=O)(Cl)(Cl)Cl (phosphorus oxychloride). Reagents/catalysts: [Cl-].C(C)[N+](CC)(CC)CC (tetraethylammonium chloride). Solvent: C(C)#N (acetonitrile). Run at time 30 minute. Yields the product ClC1=NC(=NC(=C1[N+](=O)[O-])NC1=CC(=CC=C1)C#N)NC(C)=O (N1-[4-chloro-6-(3-cyanoanilino)-5-nitro-2-pyrimidinyl]acetamide). Yield: 93.0%. RXN SMILES: [C:1]([C:3]1[CH:4]=[C:5]([CH:21]=[CH:22][CH:23]=1)[NH:6][C:7]1[N:8]=[C:9]([NH:17][C:18](=[O:20])[CH3:19])[NH:10][C:11](=O)[C:12]=1[N+:13]([O-:15])=[O:14])#[N:2].CN(C)C1C=CC=CC=1.P(Cl)(Cl)([Cl:35])=O>C(#N)C.[Cl-].C([N+](CC)(CC)CC)C>[Cl:35][C:11]1[C:12]([N+:13]([O-:15])=[O:14])=[C:7]([NH:6][C:5]2[CH:21]=[CH:22][CH:23]=[C:3]([C:1]#[N:2])[CH:4]=2)[N:8]=[C:9]([NH:17][C:18](=[O:20])[CH3:19])[N:10]=1 |f:4.5|. Procedure: N1-[4-(3-Cyanoanilino)-5-nitro-6-oxo-1,6-dihydro-2-pyrimidinyl]acetamide (2.5 g) was suspended in 50 ml of acetonitrile, then 2.64 g of tetraethylammonium chloride, 1 ml of N,N-dimethylaniline and 4.5 ml of phosphorus oxychloride were added and the mixture was heated under reflux for 5 hours. The reaction solution was returned to room temperature and added to ice-water and the mixture was stirred for 30 minutes. The resulting crystals were collected by filtration, washed with water and dried to ... Starting materials: BrC1=CC=C2CN3C(C2=C1)=NN=C3C=3C(=NOC3C)C3=CC=CC=C3 (8-bromo-3-(5-methyl-3-phenylisoxazol-4-yl)-5H-[1,2,4]triazolo[3,4-a]isoindole), CB(O)O (methylboronic acid), [O-]P(=O)([O-])[O-].[K+].[K+].[K+] (K3PO4). Solvent: O1CCOCC1 (dioxane). Reaction conditions: temperature 80 celsius. The product is CC1=CC=C2CN3C(C2=C1)=NN=C3C=3C(=NOC3C)C3=CC=CC=C3 (8-Methyl-3-(5-methyl-3-phenylisoxazol-4-yl)-5H-[1,2,4]triazolo[3,4-α]isoindole). Yield: 67.1%. As a reaction SMILES: Br[C:2]1[CH:10]=[C:9]2[C:5]([CH2:6][N:7]3[C:13]([C:14]4[C:15]([C:20]5[CH:25]=[CH:24][CH:23]=[CH:22][CH:21]=5)=[N:16][O:17][C:18]=4[CH3:19])=[N:12][N:11]=[C:8]32)=[CH:4][CH:3]=1.[CH3:26]B(O)O.[O-]P([O-])([O-])=O.[K+].[K+].[K+]>O1CCOCC1>[CH3:26][C:2]1[CH:10]=[C:9]2[C:5]([CH2:6][N:7]3[C:13]([C:14]4[C:15]([C:20]5[CH:25]=[CH:24][CH:23]=[CH:22][CH:21]=5)=[N:16][O:17][C:18]=4[CH3:19])=[N:12][N:11]=[C:8]32)=[CH:4][CH:3]=1 |f:2.3.4.5|. Procedure: A mixture of 8-bromo-3-(5-methyl-3-phenylisoxazol-4-yl)-5H-[1,2,4]triazolo[3,4-a]isoindole (100 mg) (prepared as in Example 4), methylboronic acid (72 mg), K3PO4 (276 mg), and dioxane (5 ml) was degassed with a stream of N2 for 0.5 h. tetrakis(triphenylphosphine) palladium(0) (20 mg) was added and the reaction heated to 80° C. for 1 h. The reaction mixture was cooled, poured into H2O and extracted into CH2Cl2, dried (MgSO4), and concentrated under reduced pressure to give the title compound (56 ... Run at time 18 hour. Procedure details: 4-(8-Benzyloxy-7-methoxy-3H-pyrazolo[3,4-c]quinolin-1-yl)benzonitrile (2.50 g, 6.15 mmol) is dissolved in N,N-dimethylformamide (72 ml). K2CO3 (1.70 g, 12.3 mmol) and iodomethane (421 μl, 6.76 mmol) are subsequently added at room temperature, and the reaction mixture is stirred for 18 h (TLC (HPTLC) monitoring). The mixture is then added to water (500 ml) and stirred for 30 min. The precipitate obtained is filtered off with suction and chromatographed over flash silica gel (120 g, solvent gradie... Yields the product C(C1=CC=CC=C1)OC1=CC=2C3=C(C=NC2C=C1OC)N(N=C3C3=CC=C(C#N)C=C3)C (4-(8-benzyloxy-7-methoxy-3-methyl-3H-pyrazolo[3,4-c]quinolin-1-yl)benzonitrile). Reaction SMILES: [CH2:1]([O:8][C:9]1[C:18]([O:19][CH3:20])=[CH:17][C:16]2[N:15]=[CH:14][C:13]3[NH:21][N:22]=[C:23]([C:24]4[CH:31]=[CH:30][C:27]([C:28]#[N:29])=[CH:26][CH:25]=4)[C:12]=3[C:11]=2[CH:10]=1)[C:2]1[CH:7]=[CH:6][CH:5]=[CH:4][CH:3]=1.[C:32]([O-])([O-])=O.[K+].[K+].IC.O>CN(C)C=O>[CH2:1]([O:8][C:9]1[C:18]([O:19][CH3:20])=[CH:17][C:16]2[N:15]=[CH:14][C:13]3[N:21]([CH3:32])[N:22]=[C:23]([C:24]4[CH:25]=[CH:26][C:27]([C:28]#[N:29])=[CH:30][CH:31]=4)[C:12]=3[C:11]=2[CH:10]=1)[C:2]1[CH:3]=[CH:4][CH:5]=[CH:6][CH:7]=1 |f:1.2.3|. Yield: 69.4%. The reactants are O (water), C(=O)([O-])[O-].[K+].[K+] (K2CO3), IC (iodomethane), C(C1=CC=CC=C1)OC1=CC=2C3=C(C=NC2C=C1OC)NN=C3C3=CC=C(C#N)C=C3 (4-(8-Benzyloxy-7-methoxy-3H-pyrazolo[3,4-c]quinolin-1-yl)benzonitrile). The solvent is CN(C=O)C (N,N-dimethylformamide). Reactants: CC1(CC(C=2C=C(C(=NC2C1)SC)C#N)=O)C (7,7-dimethyl-2-methylsulfanyl-5-oxo-5,6,7,8-tetrahydro-quinoline-3-carbonitrile), N1CCCCC1 (piperidine). Run in C(C)O (ethanol). Yields the product CC1(CC(C=2C=C(C(=NC2C1)N1CCCCC1)C#N)=O)C (7,7-Dimethyl-5-oxo-2-piperidin-1-yl-5,6,7,8-tetrahydro-quinoline-3-carbonitrile). The yield is 28.2%. As a reaction SMILES: [CH3:1][C:2]1([CH3:17])[CH2:11][C:10]2[N:9]=[C:8](SC)[C:7]([C:14]#[N:15])=[CH:6][C:5]=2[C:4](=[O:16])[CH2:3]1.[NH:18]1[CH2:23][CH2:22][CH2:21][CH2:20][CH2:19]1>C(O)C>[CH3:1][C:2]1([CH3:17])[CH2:11][C:10]2[N:9]=[C:8]([N:18]3[CH2:23][CH2:22][CH2:21][CH2:20][CH2:19]3)[C:7]([C:14]#[N:15])=[CH:6][C:5]=2[C:4](=[O:16])[CH2:3]1. Procedure details: A solution of 7,7-dimethyl-2-methylsulfanyl-5-oxo-5,6,7,8-tetrahydro-quinoline-3-carbonitrile (0.25 g, 1 mmol) and piperidine (0.32 ml, 4 mmol) in dry ethanol (3 ml) was stirred at reflux for 36 h. The reaction mixture was then evaporated under reduced pressure. The residue was purified by flash chromatography on silica gel (chloroform-methanol, 50:1) to give the title compound (0.08 g, 28%) as a colorless solid. Starting materials: FC=1C(=NC=C(C1)O)OC (3-Fluoro-2-methoxy-5-pyridinol), [OH-].[K+] (potassium hydroxide), CN(C=O)C (dimethylformamide), FC(=C(F)F)F (tetrafluoroethylene), [OH-].[K+] (potassium hydroxide), FC(=C(F)F)F (tetrafluoroethylene). Solvent: CCOCC (ether), O (water). Run at temperature 70 celsius, time 3 hour. Product: FC=1C(=NC=C(C1)OC(C(F)F)(F)F)OC (3-Fluoro-2-methoxy-5-(1,1,2,2-tetrafluoroethoxy)pyridine). As a reaction SMILES: [F:1][C:2]1[C:3]([O:9][CH3:10])=[N:4][CH:5]=[C:6]([OH:8])[CH:7]=1.[OH-].[K+].CN(C)C=O.[F:18][C:19]([F:23])=[C:20]([F:22])[F:21]>CCOCC.O>[F:1][C:2]1[C:3]([O:9][CH3:10])=[N:4][CH:5]=[C:6]([O:8][C:20]([F:22])([F:21])[CH:19]([F:23])[F:18])[CH:7]=1 |f:1.2|. Procedure: 3-Fluoro-2-methoxy-5-pyridinol (1.60 g, 11.2 mmol) and 0.04 g (0.7 mmol) of potassium hydroxide were added to 10 ml of dimethylformamide and the mixture blanketed with nitrogen and heated to 70° C. with stirring. An excess of tetrafluoroethylene was introduced into the liquid by means of a sparge tube. After stirring 4 hours at 70° C. no reaction was observed so another 0.04 g of potassium hydroxide was added and the tetrafluoroethylene addition continued. The reaction was indicated to be comple... Reactants: [Se](=O)=O (Selenium dioxide), C(C)(C)(C)C1CCC(CC1)OC=1C=CC2=C(N=C(S2)C)C1 (5-(4-tert-Butyl-cyclohexyloxy)-2-methyl-benzothiazole), O1CCOCC1 (1,4-Dioxane), O (Water). Run at temperature 65 celsius, time 5 hour. Product: C(C)(C)(C)C1CCC(CC1)OC=1C=CC2=C(N=C(S2)C=O)C1 (5-(4-tert-Butyl-cyclohexyloxy)-benzothiazole-2-aldehyde). As a reaction SMILES: [Se](=O)=O.[O:4]1CCOCC1.O.[C:11]([CH:15]1[CH2:20][CH2:19][CH:18]([O:21][C:22]2[CH:23]=[CH:24][C:25]3[S:29][C:28]([CH3:30])=[N:27][C:26]=3[CH:31]=2)[CH2:17][CH2:16]1)([CH3:14])([CH3:13])[CH3:12]>>[C:11]([CH:15]1[CH2:20][CH2:19][CH:18]([O:21][C:22]2[CH:23]=[CH:24][C:25]3[S:29][C:28]([CH:30]=[O:4])=[N:27][C:26]=3[CH:31]=2)[CH2:17][CH2:16]1)([CH3:14])([CH3:13])[CH3:12]. Reported procedure: Selenium dioxide (180 mg, 1.6 mmol) was combined with 1,4-Dioxane (5 mL, 60 mmol) and Water (0.5 mL, 30 mmol) at room, temperature open to the atmosphere. The mixture was then treated with 5-(4-tert-Butyl-cyclohexyloxy)-2-methyl-benzothiazole (250 mg, 0.82 mmol) and resulting mixture was heated to 65° C. for 2 hours. The heat was increased to 90° C. and 4 additional eq. of SeO2 were added. Reaction was stirred for additional 5 hours. LCMS shows nearly complete conversion. Reaction become dark an...